The task is: describe an organic reaction: reactants, conditions, products, and yield. This data is from the Open Reaction Database (ORD), a public repository of structured organic reaction records. The reactants are C, CC(C)n1nnc(-c2ccc(OCc3ccccc3)cc2)n1, C1CCOC1, [Pd]. Product: CC(C)n1nnc(-c2ccc(O)cc2)n1. Reaction SMILES: [C:28].[CH2:1]([c:2]1[cH:3][cH:4][cH:5][cH:6][cH:7]1)[O:8][c:9]1[cH:10][cH:11][c:12](-[c:15]2[n:16][n:17][n:18]([CH:20]([CH3:21])[CH3:22])[n:19]2)[cH:13][cH:14]1.[CH2:23]1[O:24][CH2:25][CH2:26][CH2:27]1.[Pd:29]>>[OH:8][c:9]1[cH:10][cH:11][c:12](-[c:15]2[n:16][n:17][n:18]([CH:20]([CH3:21])[CH3:22])[n:19]2)[cH:13][cH:14]1. Starting materials: Cn1c(NCCN(CCO)CCCc2ccc([N+](=O)[O-])cc2)cc(=O)n(C)c1=O, CC(=O)OC(C)=O, O, c1ccncc1. Product: CC(=O)OCCN(CCCc1ccc([N+](=O)[O-])cc1)CCNc1cc(=O)n(C)c(=O)n1C. Reaction SMILES: [CH3:1][n:2]1[c:3](=[O:29])[n:4]([CH3:28])[c:5](=[O:27])[cH:6][c:7]1[NH:8][CH2:9][CH2:10][N:11]([CH2:12][CH2:13][OH:14])[CH2:15][CH2:16][CH2:17][c:18]1[cH:19][cH:20][c:21]([N+:24](=[O:25])[O-:26])[cH:22][cH:23]1.[CH3:30][C:31](=[O:32])[O:33][C:34](=[O:35])[CH3:36].[OH2:37].[cH:38]1[cH:39][cH:40][n:41][cH:42][cH:43]1>>[CH3:1][n:2]1[c:3](=[O:29])[n:4]([CH3:28])[c:5](=[O:27])[cH:6][c:7]1[NH:8][CH2:9][CH2:10][N:11]([CH2:12][CH2:13][O:14][C:31]([CH3:30])=[O:32])[CH2:15][CH2:16][CH2:17][c:18]1[cH:19][cH:20][c:21]([N+:24](=[O:25])[O-:26])[cH:22][cH:23]1.